This data is from the Open Reaction Database (ORD), a public repository of structured organic reaction records. The task is: describe an organic reaction: reactants, conditions, products, and yield Starting materials: [OH-].[Na+] (NaOH), C(C)C=1SC=C(N1)C1=CC=C(C[C@H](N)C(=O)OC)C=C1 (4-(2-ethyl-4-thiazolyl)-phenylalanine, methyl ester), Cl (HCl). Run in CO (MeOH). Run at time 8 hour. Product: C(C)C=1SC=C(N1)C1=CC=C(C[C@H](N)C(=O)O)C=C1 (4-(2-ethyl-4-thiazolyl)phenylalanine). Yield: 136.5%. Reaction SMILES: [CH2:1]([C:3]1[S:4][CH:5]=[C:6]([C:8]2[CH:20]=[CH:19][C:11]([CH2:12][C@@H:13]([C:15]([O:17]C)=[O:16])[NH2:14])=[CH:10][CH:9]=2)[N:7]=1)[CH3:2].[OH-].[Na+].Cl>CO>[CH2:1]([C:3]1[S:4][CH:5]=[C:6]([C:8]2[CH:9]=[CH:10][C:11]([CH2:12][C@@H:13]([C:15]([OH:17])=[O:16])[NH2:14])=[CH:19][CH:20]=2)[N:7]=1)[CH3:2] |f:1.2|. Procedure: N-(N-(BOC)-3-phenylsulfonyl)-nipecotyl)-(L)-4-(2-ethyl-4-thiazolyl)-phenylalanine, methyl ester (60 mg, 0.0925 mmol) was dissolved in 2.5 mL of MeOH and treated with 280 μL of 0.5 N NaOH. The reaction mixture was stirred overnight, acidified to pH=2-3 with 1.2 N HCl, and concentrated under vacuo to give a white solid. This solid was purified by preparative TLC on silica gel eluted with CH2Cl2:MeOH:AcOH (v/v/v 95:5:0.5) to afford N-(N-(BOC)-3-phenylsulfonyl)-nipecotyl)-(L)-4-(2-ethyl-4-thiazolyl)... Starting materials: BrCc1ccccc1CBr, CCN(C(C)C)C(C)C, CN(C)C=O, NCc1noc(-c2ncn3c2C2CCN2C(=O)c2ccccc2-3)n1. Yields the product O=C1c2ccccc2-n2cnc(-c3nc(CN4Cc5ccccc5C4)no3)c2C2CCN12. As a reaction SMILES: [Br:34][CH2:35][c:36]1[c:37]([CH2:42][Br:43])[cH:38][cH:39][cH:40][cH:41]1.[CH2:25]([N:26]([CH:27]([CH3:28])[CH3:29])[CH:30]([CH3:31])[CH3:32])[CH3:33].[CH3:44][N:45]([CH3:46])[CH:47]=[O:48].[NH2:1][CH2:2][c:3]1[n:4][o:5][c:6](-[c:8]2[n:9][cH:10][n:11]3[c:12]2[CH:13]2[N:14]([C:15](=[O:22])[c:16]4[c:17]-3[cH:18][cH:19][cH:20][cH:21]4)[CH2:23][CH2:24]2)[n:7]1>>[N:1]1([CH2:2][c:3]2[n:4][o:5][c:6](-[c:8]3[n:9][cH:10][n:11]4[c:12]3[CH:13]3[N:14]([C:15](=[O:22])[c:16]5[c:17]-4[cH:18][cH:19][cH:20][cH:21]5)[CH2:23][CH2:24]3)[n:7]2)[CH2:35][c:36]2[c:37]([cH:38][cH:39][cH:40][cH:41]2)[CH2:42]1.